describe an organic reaction: reactants, conditions, products, and yield From a dataset of the Open Reaction Database (ORD), a public repository of structured organic reaction records. The reactants are ClC1=CC(=NC=C1)NC(=O)C1CCN(CC1)C (N-(4-chloropyridin-2-yl)-1-methylpiperidine-4-carboxamide), C(C)(C)(C)C=1C=C(C=CC1)NC=1SC2=C(N1)C=C(C=C2)O (2-(3-tert-butylphenylamino)benzo[d]thiazol-5-ol), C[Si](C)(C)[N-][Si](C)(C)C.[K+] (potassium bis(trimethylsilyl)amide), C([O-])([O-])=O.[K+].[K+] (potassium carbonate). Solvent: CN(C=O)C (dimethylformamide). Run at time 10 minute. Product: C(C)(C)(C)C=1C=C(C=CC1)NC=1SC2=C(N1)C=C(C=C2)OC2=CC(=NC=C2)NC(=O)C2CCN(CC2)C (N-[4-({2-[(3-tert-butylphenyl)amino]-1,3-benzothiazol-5-yl}oxy)pyridin-2-yl]-1-methylpiperidine-4-carboxamide). As a reaction SMILES: [C:1]([C:5]1[CH:6]=[C:7]([NH:11][C:12]2[S:13][C:14]3[CH:20]=[CH:19][C:18]([OH:21])=[CH:17][C:15]=3[N:16]=2)[CH:8]=[CH:9][CH:10]=1)([CH3:4])([CH3:3])[CH3:2].C[Si]([N-][Si](C)(C)C)(C)C.[K+].C(=O)([O-])[O-].[K+].[K+].Cl[C:39]1[CH:44]=[CH:43][N:42]=[C:41]([NH:45][C:46]([CH:48]2[CH2:53][CH2:52][N:51]([CH3:54])[CH2:50][CH2:49]2)=[O:47])[CH:40]=1>CN(C)C=O>[C:1]([C:5]1[CH:6]=[C:7]([NH:11][C:12]2[S:13][C:14]3[CH:20]=[CH:19][C:18]([O:21][C:39]4[CH:44]=[CH:43][N:42]=[C:41]([NH:45][C:46]([CH:48]5[CH2:53][CH2:52][N:51]([CH3:54])[CH2:50][CH2:49]5)=[O:47])[CH:40]=4)=[CH:17][C:15]=3[N:16]=2)[CH:8]=[CH:9][CH:10]=1)([CH3:4])([CH3:2])[CH3:3] |f:1.2,3.4.5|. Reported procedure: The mixture containing 2-(3-tert-butylphenylamino)benzo[d]thiazol-5-ol (1 eq), potassium bis(trimethylsilyl)amide (4 eq), and potassium carbonate (1.2 eq) in dimethylformamide was stirred at room temperature for 10 minutes. N-(4-chloropyridin-2-yl)-1-methylpiperidine-4-carboxamide (1.4 eq) was then added and mixture subjected to microwave at 220° C. for 20 minutes. Reaction partitioned between ethyl acetate and water. Organic layer separated, washed with brine, dried over sodium sulfate and conc... Reactants: FC(C1=CC(=NC=2N1N=CC2C#C)C2=CC=C(C=C2)C(F)(F)F)F (7-difluoromethyl-3-ethynyl-5-(4-trifluoromethyl-phenyl)-pyrazolo[1,5-a]pyrimidine), NC1=C(C#N)C=C(C=N1)Br (2-amino-5-bromo-nicotinonitrile). Yields the product NC1=C(C#N)C=C(C=N1)C#CC=1C=NN2C1N=C(C=C2C(F)F)C2=CC=C(C=C2)C(F)(F)F (2-Amino-5-[7-difluoromethyl-5-(4-trifluoromethyl-phenyl)-pyrazolo[1,5-a]pyrimidin-3-ylethynyl]-nicotinonitrile), solid. Yield: 52.0%. RXN SMILES: [F:1][CH:2]([F:24])[C:3]1[N:8]2[N:9]=[CH:10][C:11]([C:12]#[CH:13])=[C:7]2[N:6]=[C:5]([C:14]2[CH:19]=[CH:18][C:17]([C:20]([F:23])([F:22])[F:21])=[CH:16][CH:15]=2)[CH:4]=1.[NH2:25][C:26]1[N:33]=[CH:32][C:31](Br)=[CH:30][C:27]=1[C:28]#[N:29]>>[NH2:25][C:26]1[N:33]=[CH:32][C:31]([C:13]#[C:12][C:11]2[CH:10]=[N:9][N:8]3[C:3]([CH:2]([F:1])[F:24])=[CH:4][C:5]([C:14]4[CH:19]=[CH:18][C:17]([C:20]([F:23])([F:22])[F:21])=[CH:16][CH:15]=4)=[N:6][C:7]=23)=[CH:30][C:27]=1[C:28]#[N:29]. Procedure: The title compound was prepared from 7-difluoromethyl-3-ethynyl-5-(4-trifluoromethyl-phenyl)-pyrazolo[1,5-a]pyrimidine (example C.2) (340 g, 1.0 mmol) and 2-amino-5-bromo-nicotinonitrile (example C.23 step 1) (200 mg, 1.0 mmol) according to general procedure II. Obtained as a yellow solid (240 mg, 52%). MS (ISP) 455.3 [(M+H)+]; mp 255° C. RXN SMILES: [O:1]=O.[C:3]1([C:9]([C:11]2[CH:12]=[C:13]([CH:17]([CH3:21])[C:18]([OH:20])=[O:19])[CH:14]=[CH:15][CH:16]=2)=C)[CH:8]=[CH:7][CH:6]=[CH:5][CH:4]=1>C1C=C2C(C=C(C([O-])=O)C=C2)=CC=1.C1C=C2C(C=C(C([O-])=O)C=C2)=CC=1.[Co+2].C(O)(=O)C>[C:9]([C:11]1[CH:12]=[C:13]([CH:17]([CH3:21])[C:18]([OH:20])=[O:19])[CH:14]=[CH:15][CH:16]=1)(=[O:1])[C:3]1[CH:8]=[CH:7][CH:6]=[CH:5][CH:4]=1 |f:2.3.4|. Procedure details: To a 300 ml reaction vessel with a stirrer were fed 15 g of α-(3-(1-phenylethenyl)phenyl)propionic acid obtained in Example 2, 0.03 g of cobalt naphthenate and 100 ml of acetic acid as a solvent and 150 ml/min of pure oxygen was fed into the vessel for 16 hours at a reaction temperature of 120° C. After the reaction, the solvent was removed by reduced-pressure distillation to obtain a solid substance. The solid substance was washed five times with 500 ml of water and it was dissolved in 500 ml o... The product is C(C1=CC=CC=C1)(=O)C=1C=C(C=CC1)C(C(=O)O)C (α-(3-benzoylphenyl)propionic acid). The reactants are O=O (oxygen), C1(=CC=CC=C1)C(=C)C=1C=C(C=CC1)C(C(=O)O)C (α-(3-(1-phenylethenyl)phenyl)propionic acid). Solvent: C(C)(=O)O (acetic acid), C1=CC=C2C=C(C=CC2=C1)C(=O)[O-].C1=CC=C2C=C(C=CC2=C1)C(=O)[O-].[Co+2] (cobalt naphthenate). The reactants are P(=O)(Cl)(Cl)Cl (phosphorous oxychloride), [OH-].[Na+] (NaOH), NC=1C=C2C=CNC(C2=CC1Cl)=O (6-amino-7-chloro-2H-isoquinolin-1-one), ice. Run at temperature 100 celsius. Product: ClC1=NC=CC2=CC(=C(C=C12)Cl)N (1,7-dichloro-isoquinolin-6-ylamine). Yield: 54.8%. Reaction SMILES: P(Cl)(Cl)([Cl:3])=O.[NH2:6][C:7]1[CH:8]=[C:9]2[C:14](=[CH:15][C:16]=1[Cl:17])[C:13](=O)[NH:12][CH:11]=[CH:10]2.[OH-].[Na+]>>[Cl:3][C:13]1[C:14]2[C:9](=[CH:8][C:7]([NH2:6])=[C:16]([Cl:17])[CH:15]=2)[CH:10]=[CH:11][N:12]=1 |f:2.3|. Procedure details: To 20.0 mL (215 mmol) of phosphorous oxychloride, cooled to 0 C, was added 5.00 g (25.7 mmol) of 6-amino-7-chloro-2H-isoquinolin-1-one in portions. The mixture was heated to 100° C. for 3 h then cooled to room temperature and poured over ice. After all of the ice had melted the pH of the mixture was adjusted to slightly alkaline by the slow addition of a 10% aqueous NaOH solution. A yellow solid precipitated from solution and was collected by filtration, washed with water and dried over anhydrou...